describe an organic reaction: reactants, conditions, products, and yield From a dataset of the Open Reaction Database (ORD), a public repository of structured organic reaction records. Reactants: C[C@@H]1CN(CCN1)C=1C=CC=2COCC=3C2C1C=CC3 ((3R)-3-methyl-1-(1H,3H-naphtho[1,8-cd]pyran-6-yl)piperazine), BrC=1C=CC=2CSCC=3C2C1C=CC3 (6-bromo-1H,3H-naphtho[1,8-cd]thiopyran). The product is C[C@@H]1CN(CCN1)C=1C=CC=2CSCC=3C2C1C=CC3 ((3R)-3-methyl-1-(1H,3H-naphtho[1,8-cd]thiopyran-6-yl)piperazine). RXN SMILES: [CH3:1][C@H:2]1[NH:7][CH2:6][CH2:5][N:4]([C:8]2[CH:9]=[CH:10][C:11]3[CH2:12]O[CH2:14][C:15]4[C:16]=3[C:17]=2[CH:18]=[CH:19][CH:20]=4)[CH2:3]1.BrC1C=CC2C[S:27]CC3C=2C=1C=CC=3>>[CH3:1][C@H:2]1[NH:7][CH2:6][CH2:5][N:4]([C:8]2[CH:9]=[CH:10][C:11]3[CH2:12][S:27][CH2:14][C:15]4[C:16]=3[C:17]=2[CH:18]=[CH:19][CH:20]=4)[CH2:3]1. Procedure: The procedure used for the synthesis of (3R)-3-methyl-1-(1H,3H-naphtho[1,8-cd]pyran-6-yl)piperazine (Example 5b)) was followed, using 6-bromo-1H,3H-naphtho[1,8-cd]thiopyran as starting material and making non-critical variations, to obtain the title compound (3R)-3-methyl-1-(1H,3H-naphtho[1,8-cd]thiopyran-6-yl)piperazine as brown solid. The reactants are C(C1=CC=CC=C1)ON1[C@@H]2CC[C@H](N(C1=O)C2)C(=O)O ((2S,5R)-6-(benzyloxy)-7-oxo-1,6-diazabicyclo[3.2.1]octane-2-carboxylic acid), FC(C(=O)NN)(F)F (2,2,2-trifluoroacetohydrazide), ON1N=NC2=C1C=CC=C2 (1-hydroxybenzotriazole), Cl.C(C)N=C=NCCCN(C)C (1-ethyl-(3-dimethylaminopropyl)carbodiimide hydrochloride). Reagents/catalysts: CN(C1=CC=NC=C1)C (4-(dimethylamino)pyridine). Run in C(Cl)Cl (DCM). Run at time 8 hour. Product: C(C1=CC=CC=C1)ON1[C@@H]2CC[C@@H](N(C1=O)C2)C(=O)NNC(C(F)(F)F)=O ((2R,5R)-6-(benzyloxy)-7-oxo-N′-(trifluoroacetyl)-1,6-diazabicyclo[3.2.1]octane-2-carbohydrazide). The yield is 64.4%. As a reaction SMILES: [CH2:1]([O:8][N:9]1[C:15](=[O:16])[N:14]2[CH2:17][C@H:10]1[CH2:11][CH2:12][C@H:13]2[C:18]([OH:20])=O)[C:2]1[CH:7]=[CH:6][CH:5]=[CH:4][CH:3]=1.[F:21][C:22]([F:28])([F:27])[C:23]([NH:25][NH2:26])=[O:24].ON1C2C=CC=CC=2N=N1.Cl.C(N=C=NCCCN(C)C)C>C(Cl)Cl.CN(C)C1C=CN=CC=1>[CH2:1]([O:8][N:9]1[C:15](=[O:16])[N:14]2[CH2:17][C@H:10]1[CH2:11][CH2:12][C@@H:13]2[C:18]([NH:26][NH:25][C:23](=[O:24])[C:22]([F:28])([F:27])[F:21])=[O:20])[C:2]1[CH:3]=[CH:4][CH:5]=[CH:6][CH:7]=1 |f:3.4|. Reported procedure: To solution of (2S,5R)-6-(benzyloxy)-7-oxo-1,6-diazabicyclo[3.2.1]octane-2-carboxylic acid 1 (0.25 g, 0.90 mmol) in dry DCM (20 mL) were added 2,2,2-trifluoroacetohydrazide 184 (0.17 g, 1.35 mmol, Aldrich), 1-hydroxybenzotriazole (0.19 g, 1.35 mmol), 1-ethyl-(3-dimethylaminopropyl)carbodiimide hydrochloride (0.26 g, 1.35 mmol) and 4-(dimethylamino)pyridine (0.16 g, 1.35 mmol) at room temperature. The reaction mixture was stirred at room temperature overnight and concentrated under vacuum. The re... Starting materials: BrC1=NC=CC=C1 (2-bromo-pyridine), C(CC#C)C1=NC2=CC=CC=C2C=C1 (2-but-3-ynyl-quinoline). Conditions: time 15 minute. The product is N1=C(C=CC=C1)C#CCCC1=NC2=CC=CC=C2C=C1 (4-(Pyridin-2-yl)but-3-ynyl-quinoline), N1=CC=CC2=CC=CC=C12 (quinoline). Reaction SMILES: Br[C:2]1[CH:7]=[CH:6][CH:5]=[CH:4][N:3]=1.[CH2:8]([C:12]1[CH:21]=[CH:20][C:19]2[C:14](=[CH:15][CH:16]=[CH:17][CH:18]=2)[N:13]=1)[CH2:9][C:10]#[CH:11]>>[N:3]1[CH:4]=[CH:5][CH:6]=[CH:7][C:2]=1[C:11]#[C:10][CH2:9][CH2:8][C:12]1[CH:21]=[CH:20][C:19]2[C:14](=[CH:15][CH:16]=[CH:17][CH:18]=2)[N:13]=1.[N:13]1[C:14]2[C:19](=[CH:18][CH:17]=[CH:16][CH:15]=2)[CH:20]=[CH:21][CH:12]=1. Reported procedure: The title compound was prepared in accordance with the general method of Example 1, from 2-bromo-pyridine (87 mg, 0.55 mmol) and 2-but-3-ynyl-quinoline (100 mg, 0.55 mmol). Reaction time: 120° C. for 15 minutes. The crude residue was purified by flash chromatography (cyclohexane/AcOEt 1:1) to yield 74 mg (0.29 mmol, 52%) of 2-(pyridin-2-yl)but-3-ynyl)quinoline as a yellow oil. The reactants are CCO, CCOC(=O)c1c(=O)c2cc(F)c(Cl)cc2n2c(C)c(C)sc12, [Na+], [OH-], O. Yields the product Cc1sc2c(C(=O)O)c(=O)c3cc(F)c(Cl)cc3n2c1C. Reaction SMILES: [CH3:24][CH2:25][OH:26].[Cl:1][c:2]1[c:3]([F:23])[cH:4][c:5]2[c:6](=[O:22])[c:7]([C:17](=[O:18])[O:19][CH2:20][CH3:21])[c:8]3[n:9]([c:10]2[cH:11]1)[c:12]([CH3:16])[c:13]([CH3:15])[s:14]3.[Na+:28].[OH-:27].[OH2:29]>>[Cl:1][c:2]1[c:3]([F:23])[cH:4][c:5]2[c:6](=[O:22])[c:7]([C:17](=[O:18])[OH:19])[c:8]3[n:9]([c:10]2[cH:11]1)[c:12]([CH3:16])[c:13]([CH3:15])[s:14]3.